This data is from the Open Reaction Database (ORD), a public repository of structured organic reaction records. The task is: describe an organic reaction: reactants, conditions, products, and yield The reactants are BrC1=CC=C(C=C1)C(C\C(=N/O)\C=1C=CC(N(C1)C)=O)C1=C(C=CC=C1)C (5-{3-(4-Bromo-phenyl)-1-[(E)-hydroxyimino]-3-o-tolyl-propyl}-1-methyl-1H-pyridin-2-one), C(=O)(O)CCC1=CC=C(C=C1)B(O)O (4-(2-carboxyethyl)benzeneboronic acid), O (water), C([O-])([O-])=O.[Na+].[Na+] (sodium carbonate). Reagents/catalysts: [CH-]1C=CC(=C1)P(C2=CC=CC=C2)C3=CC=CC=C3.[CH-]1C=CC(=C1)P(C2=CC=CC=C2)C3=CC=CC=C3.Cl[Pd]Cl.[Fe+2] (dichloro(1,1′-bis(diphenylphosphino)-ferrocene)palladium(II) dichloromethane adduct). The solvent is O1CCOCC1 (1,4-dioxane). Product: O\N=C(/CC(C1=C(C=CC=C1)C)C1=CC=C(C=C1)C1=CC=C(C=C1)CCC(=O)O)\C1=CN(C(C=C1)=O)C (3-{4′-[3-[(E)-Hydroxyimino]-3-(1-methyl-6-oxo-1,6-dihydro-pyridin-3-yl)-1-o-tolyl-propyl]-biphenyl-4-yl}-propionic acid). As a reaction SMILES: Br[C:2]1[CH:7]=[CH:6][C:5]([CH:8]([C:21]2[CH:26]=[CH:25][CH:24]=[CH:23][C:22]=2[CH3:27])[CH2:9]/[C:10](/[C:13]2[CH:14]=[CH:15][C:16](=[O:20])[N:17]([CH3:19])[CH:18]=2)=[N:11]\[OH:12])=[CH:4][CH:3]=1.[C:28]([CH2:31][CH2:32][C:33]1[CH:38]=[CH:37][C:36](B(O)O)=[CH:35][CH:34]=1)([OH:30])=[O:29].O.C(=O)([O-])[O-].[Na+].[Na+]>O1CCOCC1.[CH-]1C=C(P(C2C=CC=CC=2)C2C=CC=CC=2)C=C1.[CH-]1C=C(P(C2C=CC=CC=2)C2C=CC=CC=2)C=C1.Cl[Pd]Cl.[Fe+2]>[OH:12]/[N:11]=[C:10](/[C:13]1[CH:14]=[CH:15][C:16](=[O:20])[N:17]([CH3:19])[CH:18]=1)\[CH2:9][CH:8]([C:5]1[CH:6]=[CH:7][C:2]([C:36]2[CH:37]=[CH:38][C:33]([CH2:32][CH2:31][C:28]([OH:30])=[O:29])=[CH:34][CH:35]=2)=[CH:3][CH:4]=1)[C:21]1[CH:26]=[CH:25][CH:24]=[CH:23][C:22]=1[CH3:27] |f:3.4.5,7.8.9.10|. Procedure: In analogy to example 166, step 1, 5-{3-(4-bromo-phenyl)-1-[(E)-hydroxyimino]-3-o-tolyl-propyl}-1-methyl-1H-pyridin-2-one (example 162, step 4) was reacted with 4-(2-carboxyethyl)benzeneboronic acid in the presence of dichloro(1,1′-bis(diphenylphosphino)-ferrocene)palladium(II) dichloromethane adduct in a mixture of 1,4-dioxane, water and 2 M aqueous sodium carbonate solution to give the title compound as a light yellow solid, MS (ESI+): m/z=493.2 [M−H]−. Starting materials: [OH-].[NH4+] (ammonium hydroxide), C(C1=CC=CC=C1)OC=1C=CC=2C3=C(C=[N+](C2C1)[O-])N=C(N3CC(C)(C)NC(C)=O)COCC (N-[2-(7-Benzyloxy-2-ethoxymethyl-5-oxido-1H-imidazo[4,5-c]quinolin-1-yl)-1,1-dimethylethyl]acetamide), C1(=CC=C(C=C1)S(=O)(=O)Cl)C (para-toluenesulfonyl chloride). Solvent: ClCCl (dichloromethane). Reaction conditions: time 5 hour. The product is NC1=NC=2C=C(C=CC2C2=C1N=C(N2CC(C)(C)NC(C)=O)COCC)OCC2=CC=CC=C2 (N-[2-(4-amino-7-benzyloxy-2-ethoxymethyl-1H-imidazo[4,5-c]quinolin-1-yl)-1,1-dimethylethyl]acetamide). RXN SMILES: [CH2:1]([O:8][C:9]1[CH:10]=[CH:11][C:12]2[C:13]3[N:22]([CH2:23][C:24]([NH:27][C:28](=[O:30])[CH3:29])([CH3:26])[CH3:25])[C:21]([CH2:31][O:32][CH2:33][CH3:34])=[N:20][C:14]=3[CH:15]=[N+:16]([O-])[C:17]=2[CH:18]=1)[C:2]1[CH:7]=[CH:6][CH:5]=[CH:4][CH:3]=1.[OH-].[NH4+:36].C1(C)C=CC(S(Cl)(=O)=O)=CC=1>ClCCl>[NH2:36][C:15]1[C:14]2[N:20]=[C:21]([CH2:31][O:32][CH2:33][CH3:34])[N:22]([CH2:23][C:24]([NH:27][C:28](=[O:30])[CH3:29])([CH3:26])[CH3:25])[C:13]=2[C:12]2[CH:11]=[CH:10][C:9]([O:8][CH2:1][C:2]3[CH:7]=[CH:6][CH:5]=[CH:4][CH:3]=3)=[CH:18][C:17]=2[N:16]=1 |f:1.2|. Procedure details: N-[2-(7-Benzyloxy-2-ethoxymethyl-5-oxido-1H-imidazo[4,5-c]quinolin-1-yl)-1,1-dimethylethyl]acetamide (1.77 g, 3.83 mmol) was dissolved in dichloromethane (100 mL) and aqueous ammonium hydroxide (10 mL) was added, followed by para-toluenesulfonyl chloride (0.73 g, 3.83 mmol). After stirring for 5 hours, the organic and aqueous phases were separated and the organic fraction was washed twice with saturated sodium bicarbonate and then once with brine. The organic fraction was then dried over sodium ... Reactants: CO, COc1ccc(C=C(C)C(=O)O)cc1OC1CCCC1, O=S(=O)(O)O. Yields the product COC(=O)C(C)=Cc1ccc(OC)c(OC2CCCC2)c1. RXN SMILES: [CH3:26][OH:27].[CH:1]1([O:6][c:7]2[cH:8][c:9]([CH:15]=[C:16]([C:17](=[O:18])[OH:19])[CH3:20])[cH:10][cH:11][c:12]2[O:13][CH3:14])[CH2:2][CH2:3][CH2:4][CH2:5]1.[S:21](=[O:22])(=[O:23])([OH:24])[OH:25]>>[CH:1]1([O:6][c:7]2[cH:8][c:9]([CH:15]=[C:16]([C:17]([O:18][CH3:26])=[O:19])[CH3:20])[cH:10][cH:11][c:12]2[O:13][CH3:14])[CH2:2][CH2:3][CH2:4][CH2:5]1. Reactants: C(=O)(C(F)(F)F)O.C(Cl)Cl (TFA CH2Cl2), FC1=C(C(=CC=C1)F)C1=C(C=CC(=N1)C(=O)NC=1C=NC=CC1[C@@H]1C[C@@H]([C@@H]([C@@H](C1)NC(OC(C)(C)C)=O)SCCOC)C)F (tert-butyl (1R,2S,3S,5R)-5-(3-(6-(2,6-difluorophenyl)-5-fluoropicolinamido)pyridin-4-yl)-2-(2-methoxyethylthio)-3-methylcyclohexylcarbamate), OOS(=O)[O-].[K+] (oxone). Solvent: CCOC(=O)C (EtOAc), C1CCOC1 (THF), O (H2O). Run at time 5 hour. Yields the product N[C@@H]1C[C@@H](C[C@@H]([C@@H]1S(=O)(=O)CCOC)C)C1=C(C=NC=C1)NC(C1=NC(=C(C=C1)F)C1=C(C=CC=C1F)F)=O (N-(4-((1R,3R,4S,5S)-3-amino-4-((2-methoxyethyl)sulfonyl)-5-methylcyclohexyl)pyridin-3-yl)-6-(2,6-difluorophenyl)-5-fluoropicolinamide). The yield is 76.0%. Reaction SMILES: [F:1][C:2]1[CH:7]=[CH:6][CH:5]=[C:4]([F:8])[C:3]=1[C:9]1[N:14]=[C:13]([C:15]([NH:17][C:18]2[CH:19]=[N:20][CH:21]=[CH:22][C:23]=2[C@H:24]2[CH2:29][C@@H:28]([NH:30]C(=O)OC(C)(C)C)[C@@H:27](SCCOC)[C@@H:26]([CH3:43])[CH2:25]2)=[O:16])[CH:12]=[CH:11][C:10]=1[F:44].O[O:46][S:47]([O-:49])=O.[K+].[C:51](O)([C:53](F)(F)F)=[O:52].[CH2:58](Cl)Cl>C1COCC1.O.CCOC(C)=O>[NH2:30][C@H:28]1[C@@H:27]([S:47]([CH2:53][CH2:51][O:52][CH3:58])(=[O:49])=[O:46])[C@@H:26]([CH3:43])[CH2:25][C@@H:24]([C:23]2[CH:22]=[CH:21][N:20]=[CH:19][C:18]=2[NH:17][C:15](=[O:16])[C:13]2[CH:12]=[CH:11][C:10]([F:44])=[C:9]([C:3]3[C:2]([F:1])=[CH:7][CH:6]=[CH:5][C:4]=3[F:8])[N:14]=2)[CH2:29]1 |f:1.2,3.4|. Reported procedure: To a solution of tert-butyl (1R,2S,3S,5R)-5-(3-(6-(2,6-difluorophenyl)-5-fluoropicolinamido)pyridin-4-yl)-2-(2-methoxyethylthio)-3-methylcyclohexylcarbamate (1.0 equiv.) in THF (0.04 M) in a 0° C. bath was added oxone (2.0 equiv.) as a solution in H2O. The solution was left stirring at rt for 5 hrs. The solution was diluted with EtOAc, washed with H2O, NaCl(sat.), dried over MgSO4, filtered, concentrated to yield Boc protected product. The material was treated with 25% TFA/CH2Cl2 for 30 minutes,... Reactants: [Li+].[OH-] (LiOH), COC(=O)C1=CC=2N=CN(C(C2S1)=O)C1=CC=C(C=C1)N1CCN(CCC1)C (3-[4-(4-methylperhydro-1,4-diazepin-1-yl)phenyl]-4-oxo-3,4-dihydrothieno[3,2-d]pyrimidine-6-carboxylic acid methyl ester). The solvent is C1CCOC1 (THF), O (water). Run at time 5 hour. The product is CN1CCN(CCC1)C1=CC=C(C=C1)N1C=NC2=C(C1=O)SC(=C2)C(=O)O (3-[4-(4-Methylperhydro-1,4-diazepin-1-yl)phenyl]-4-oxo-3,4-dihydrothieno[3,2-d]-pyrimidine-6-carboxylic acid). Reaction SMILES: [Li+].[OH-].C[O:4][C:5]([C:7]1[S:15][C:14]2[C:13](=[O:16])[N:12]([C:17]3[CH:22]=[CH:21][C:20]([N:23]4[CH2:29][CH2:28][CH2:27][N:26]([CH3:30])[CH2:25][CH2:24]4)=[CH:19][CH:18]=3)[CH:11]=[N:10][C:9]=2[CH:8]=1)=[O:6]>C1COCC1.O>[CH3:30][N:26]1[CH2:27][CH2:28][CH2:29][N:23]([C:20]2[CH:21]=[CH:22][C:17]([N:12]3[C:13](=[O:16])[C:14]4[S:15][C:7]([C:5]([OH:6])=[O:4])=[CH:8][C:9]=4[N:10]=[CH:11]3)=[CH:18][CH:19]=2)[CH2:24][CH2:25]1 |f:0.1|. Procedure: A 2M LiOH solution (1.2 mL) was added to a solution of 3-[4-(4-methylperhydro-1,4-diazepin-1-yl)phenyl]-4-oxo-3,4-dihydrothieno[3,2-d]pyrimidine-6-carboxylic acid methyl ester (477.8 mg) in THF (5 mL) and water (5 mL), and the mixture was stirred at room temperature for 5 h. The solvent was then removed in vacuo and the crude product was purified by preparative HPLC. The product with the molecular weight of 384.45 (C19H20N4O3S) was obtained in this way; MS (ESI): 385 (M+H+). Reactants: ClC1=C(C=NC2=CC=C3C(=C12)CCS3(=O)=O)C#N (9-chloro-1,2-dihydrothieno[3,2-f]quinoline-8-carbonitrile 3,3-dioxide), OC=1C=C(N)C=C(C1)OC (3-hydroxy-5-methoxyaniline), crude product, O (water), [Cl-].[NH4+] (ammonium chloride). The solvent is C(C)(C)O (isopropanol). Product: OC=1C=C(C=C(C1)OC)NC1=C(C=NC2=CC=C3C(=C12)CCS3(=O)=O)C#N (9-[(3-hydroxy-5-methoxyphenyl)amino]-1,2-dihydrothieno[3,2-f]quinoline-8-carbonitrile 3,3-dioxide). Yield: 22.8%. Reaction SMILES: Cl[C:2]1[C:11]2[C:6](=[CH:7][CH:8]=[C:9]3[S:14](=[O:16])(=[O:15])[CH2:13][CH2:12][C:10]3=2)[N:5]=[CH:4][C:3]=1[C:17]#[N:18].[OH:19][C:20]1[CH:21]=[C:22]([CH:24]=[C:25]([O:27][CH3:28])[CH:26]=1)[NH2:23].O.[Cl-].[NH4+]>C(O)(C)C>[OH:19][C:20]1[CH:21]=[C:22]([NH:23][C:2]2[C:11]3[C:6](=[CH:7][CH:8]=[C:9]4[S:14](=[O:16])(=[O:15])[CH2:13][CH2:12][C:10]4=3)[N:5]=[CH:4][C:3]=2[C:17]#[N:18])[CH:24]=[C:25]([O:27][CH3:28])[CH:26]=1 |f:3.4|. Procedure details: 65 mg (0.23 mmol) of 9-chloro-1,2-dihydrothieno[3,2-f]quinoline-8-carbonitrile 3,3-dioxide are refluxed together with 39 mg (1.2 eq., 0.28 mmol) of 3-hydroxy-5-methoxyaniline in 2 ml of isopropanol for 2 hours. After the reaction is complete, the crude product is mixed with water and sat. ammonium chloride solution, extracted 3× with dichloromethane/methanol, washed 1× with sat. sodium chloride solution, dried over sodium sulphate and concentrated in vacuo. Final purification of the compound too... RXN SMILES: [Br:1][c:2]1[c:3]([F:9])[cH:4][c:5]([Cl:8])[cH:6][cH:7]1.[C:25]([O:26][OH:27])(=[O:28])[CH3:29].[CH3:18][O:19][B:20]([O:21][CH3:22])[O:23][CH3:24].[CH:10]([N-:11][CH:12]([CH3:13])[CH3:14])([CH3:15])[CH3:16].[Li+:17].[O:30]1[CH2:31][CH2:32][CH2:33][CH2:34]1.[OH2:35]>>[Br:1][c:2]1[c:3]([F:9])[c:4]([OH:19])[c:5]([Cl:8])[cH:6][cH:7]1. Product: Oc1c(Cl)ccc(Br)c1F. The reactants are Fc1cc(Cl)ccc1Br, CC(=O)OO, COB(OC)OC, CC(C)[N-]C(C)C, [Li+], C1CCOC1, O.